This data is from the Open Reaction Database (ORD), a public repository of structured organic reaction records. The task is: describe an organic reaction: reactants, conditions, products, and yield The reactants are O.C1(=CC=C(C=C1)S(=O)(=O)O)C (p-toluenesulphonic acid monohydrate), C(C)(S)S (ethanedithiol), C(C1=CC=CC=C1)N1CCC(CC1)=O (1-benzyl-4-piperidinone). Solvent: C1(=CC=CC=C1)C (toluene). Yields the product C1(=CC=CC=C1)CN1CCC2(SCCS2)CC1 (8-(phenylmethyl)-1,4-dithia-8-azaspiro[4.5]decane). The yield is 42.9%. RXN SMILES: O.[C:2]1(C)C=CC(S(O)(=O)=O)=C[CH:3]=1.[CH:13]([SH:16])([SH:15])[CH3:14].[CH2:17]([N:24]1[CH2:29]CC(=O)[CH2:26][CH2:25]1)[C:18]1[CH:23]=[CH:22][CH:21]=[CH:20][CH:19]=1>C1(C)C=CC=CC=1>[C:18]1([CH2:17][N:24]2[CH2:25][CH2:26][C:13]3([S:16][CH2:3][CH2:2][S:15]3)[CH2:14][CH2:29]2)[CH:23]=[CH:22][CH:21]=[CH:20][CH:19]=1 |f:0.1|. Reported procedure: 31.5 g (0.165 mol) of p-toluenesulphonic acid monohydrate and 16.9 g (0.18 mol) of ethanedithiol are added to a solution of 28.35 g (0.150 mol) of 1-benzyl-4-piperidinone in 600 ml of toluene; the mixture is heated under reflux in a Dean-Stark system for 6 h, the solvent is evaporated off, 500 ml of ethyl acetate are added, the solution is washed successively with twice 100 ml of saturated sodium carbonate solution, with water and with brine; it is dried with sodium sulphate and then evaporated ...